Dataset: the Open Reaction Database (ORD), a public repository of structured organic reaction records. Task: describe an organic reaction: reactants, conditions, products, and yield The reactants are CCOCC (ether), BrCC(CC(=O)OCC)=O (Ethyl γ-bromoacetoacetate), C(C1=CC=CC=C1)(=S)N (thiobenzamide). Run in C(C)O (ethanol). The product is C1(=CC=CC=C1)C=1SC=C(N1)CC(=O)OCC (ethyl 2-phenylthiazole-4-acetate), VII. Reaction SMILES: Br[CH2:2][C:3](=O)[CH2:4][C:5]([O:7][CH2:8][CH3:9])=[O:6].[C:11]([NH2:19])(=[S:18])[C:12]1[CH:17]=[CH:16][CH:15]=[CH:14][CH:13]=1.CCOCC>C(O)C>[C:12]1([C:11]2[S:18][CH:2]=[C:3]([CH2:4][C:5]([O:7][CH2:8][CH3:9])=[O:6])[N:19]=2)[CH:17]=[CH:16][CH:15]=[CH:14][CH:13]=1. Procedure details: Ethyl γ-bromoacetoacetate [2.62 g, 0.9-1.0 mole, described by A. Burger and G. E. Ullyot, J. Org. Chem., 12, 346 (1947)]is added in one portion to a suspension of thiobenzamide [117.5 g, 0.857 mole, described by A. Silberg et al., Ber., 94, 2887 (1961)] in ethanol. The clear solution is refluxed on a steam bath for 2 hr, cooled and slowly added with stirring to ether (3500 ml). The white crystalline precipitate is collected, washed with ether and partitioned between water and ether. Sodium bicar... The reactants are FC1=CC=C(C=C1)C(C1CCNCC1)C1=CC=C(C=C1)F (4-[bis(4-fluorophenyl)methyl]piperidine), base, ClC1(C(C(=CC=C1)Cl)(OCCCCl)Cl)Cl (1,3-dichloro-1,2-dichloro-2-(3-chloropropoxy)benzene), C([O-])([O-])=O.[K+].[K+] (potassium carbonate), [I-].[K+] (potassium iodide). Run in CO (methanol), C(CCC)O (1-butanol). Product: FC1=CC=C(C=C1)C(C1CCN(CC1)CCCOC1=C(C=CC=C1Cl)Cl)C1=CC=C(C=C1)F (4-[Bis(4-fluorophenyl)methyl]-1-[3-(2,6-dichlorophenoxy)propyl]piperidine). Isolated yield 27.7%. As a reaction SMILES: [F:1][C:2]1[CH:7]=[CH:6][C:5]([CH:8]([C:15]2[CH:20]=[CH:19][C:18]([F:21])=[CH:17][CH:16]=2)[CH:9]2[CH2:14][CH2:13][NH:12][CH2:11][CH2:10]2)=[CH:4][CH:3]=1.[Cl:22][C:23]1(Cl)[CH:28]=[CH:27][CH:26]=[C:25]([Cl:29])[C:24]1(Cl)[O:30][CH2:31][CH2:32][CH2:33]Cl.C(=O)([O-])[O-].[K+].[K+].[I-].[K+]>C(O)CCC.CO>[F:21][C:18]1[CH:17]=[CH:16][C:15]([CH:8]([C:5]2[CH:6]=[CH:7][C:2]([F:1])=[CH:3][CH:4]=2)[CH:9]2[CH2:14][CH2:13][N:12]([CH2:33][CH2:32][CH2:31][O:30][C:24]3[C:25]([Cl:29])=[CH:26][CH:27]=[CH:28][C:23]=3[Cl:22])[CH2:11][CH2:10]2)=[CH:20][CH:19]=1 |f:2.3.4,5.6|. Procedure details: A mixture of 4-[bis(4-fluorophenyl)methyl]piperidine (free base 6.90 g, 0.024 mole), 1,3-dichloro-1,2-dichloro-2-(3-chloropropoxy)benzene (5.72 g, 0.024 mole), and potassium carbonate (5.54 g, 0.04 mole) was heated overnight at gentle reflux in 350 ml of 1-butanol containing potassium iodide (0.2 g). The reaction was stripped to dryness. The residue was partitioned several times between chloroform and water. The chloroform layer was dried, filtered, and solvent removed to give an oil. The oil wa... The product is ethyl ester, C(C1=CC=CC=C1)N1C(C(OC(C2=C1C=CC(=C2)Cl)C2=CC(=CC=C2)CNC(=O)OC(C)(C)C)CC(=O)O)=O (1-benzyl-5-(3-tert-butoxycarbonylaminomethylphenyl)-7-chloro-2-oxo-1,2,3,5-tetrahydro-4,1-benzoxazepine-3-acetic acid). Conditions: time 1 hour. Procedure details: To a solution of 2-benzylamino-5-chloro-α-(3-tert-butoxycarbonylaminomethylphenyl)benzyl alcohol (0.91 g) in acetic acid ethyl ester (10 ml) were added water (4 ml) and a 1N aqueous solution of sodium hydroxide (3 ml). To the mixture was added monoethyl fumarate ester chloride (330 mg), which was stirred for one hour under ice-cooling. To the mixture was added acetic acid ethyl ester (30 ml). The organic layer was washed with water and dried over anhydrous MgSO41 followed by distilling off the s... Starting materials: aqueous solution, [OH-].[Na+] (sodium hydroxide), C(C1=CC=CC=C1)NC1=C(C(C2=CC(=CC=C2)CNC(=O)OC(C)(C)C)O)C=C(C=C1)Cl (2-benzylamino-5-chloro-α-(3-tert-butoxycarbonylaminomethylphenyl)benzyl alcohol), O (water), monoethyl fumarate ester chloride. Reaction SMILES: [CH2:1]([NH:8][C:9]1[CH:31]=[CH:30][C:29]([Cl:32])=[CH:28][C:10]=1[CH:11]([OH:27])[C:12]1[CH:17]=[CH:16][CH:15]=[C:14]([CH2:18][NH:19][C:20]([O:22][C:23]([CH3:26])([CH3:25])[CH3:24])=[O:21])[CH:13]=1)[C:2]1[CH:7]=[CH:6][CH:5]=[CH:4][CH:3]=1.[OH2:33].[OH-:34].[Na+]>C(OC(=O)C)C>[CH2:1]([N:8]1[C:9]2[CH:31]=[CH:30][C:29]([Cl:32])=[CH:28][C:10]=2[CH:11]([C:12]2[CH:17]=[CH:16][CH:15]=[C:14]([CH2:18][NH:19][C:20]([O:22][C:23]([CH3:26])([CH3:25])[CH3:24])=[O:21])[CH:13]=2)[O:27][CH:10]([CH2:9][C:31]([OH:34])=[O:33])[C:11]1=[O:27])[C:2]1[CH:3]=[CH:4][CH:5]=[CH:6][CH:7]=1 |f:2.3|. The solvent is C(C)OC(C)=O (acetic acid ethyl ester), C(C)OC(C)=O (acetic acid ethyl ester). The reactants are NCCCCC=1OC2=C(C1)C=CC(=C2)C(=O)OCC (ethyl 2-(4-aminobutyl)benzofuran-6-carboxylate), CNC (dimethylamine), [O-]CC.[Na+] (sodium ethoxide). Run in C(C)O (ethanol). The product is CN(C(=O)C1=CC2=C(C=C(O2)CCCCN)C=C1)C (N,N-dimethyl-2-(4-aminobutyl)benzofuran-6-carboxamide). As a reaction SMILES: [NH2:1][CH2:2][CH2:3][CH2:4][CH2:5][C:6]1[O:7][C:8]2[CH:14]=[C:13]([C:15]([O:17]CC)=O)[CH:12]=[CH:11][C:9]=2[CH:10]=1.[CH3:20][NH:21][CH3:22].[O-]CC.[Na+]>C(O)C>[CH3:20][N:21]([CH3:22])[C:15]([C:13]1[CH:12]=[CH:11][C:9]2[CH:10]=[C:6]([CH2:5][CH2:4][CH2:3][CH2:2][NH2:1])[O:7][C:8]=2[CH:14]=1)=[O:17] |f:2.3|. Reported procedure: A solution of ethyl 2-(4-aminobutyl)benzofuran-6-carboxylate (13.0 g., 0.05 mole), dimethylamine (35 g.), and a catalytic amount of sodium ethoxide (approximately 100 mg.) in ethanol (100 ml.) is heated in a sealed pressure bottle at 65° C. for 18 hours. Evaporation of the solvent provides N,N-dimethyl-2-(4-aminobutyl)benzofuran-6-carboxamide. The reactants are ClCCCl, O=C(NCc1ccccc1F)C1CCC(Cc2nc3ccccc3[nH]2)CC1, NCc1ccccc1, CN(C)C=O, On1nnc2cccnc21. Product: O=C(NCc1ccccc1)C1CCC(Cc2nc3ccccc3[nH]2)CC1. RXN SMILES: [CH2:28]([Cl:29])[CH2:30][Cl:31].[F:1][c:2]1[c:3]([CH2:4][NH:5][C:6](=[O:7])[CH:8]2[CH2:9][CH2:10][CH:11]([CH2:14][c:15]3[n:16][c:17]4[c:18]([nH:19]3)[cH:20][cH:21][cH:22][cH:23]4)[CH2:12][CH2:13]2)[cH:24][cH:25][cH:26][cH:27]1.[NH2:42][CH2:43][c:44]1[cH:45][cH:46][cH:47][cH:48][cH:49]1.[O:50]=[CH:51][N:52]([CH3:53])[CH3:54].[OH:32][n:33]1[c:34]2[n:35][cH:36][cH:37][cH:38][c:39]2[n:40][n:41]1>>[cH:2]1[c:3]([CH2:4][NH:5][C:6](=[O:7])[CH:8]2[CH2:9][CH2:10][CH:11]([CH2:14][c:15]3[nH:16][c:17]4[c:18]([n:19]3)[cH:20][cH:21][cH:22][cH:23]4)[CH2:12][CH2:13]2)[cH:24][cH:25][cH:26][cH:27]1. Starting materials: [BH4-], C1CCOC1, C[Si](C)(C)CCOC(=O)NC(CC1CC(F)(F)C1)C(=O)O, CN1CCOCC1, CC(C)COC(=O)Cl, O=C([O-])Cl, [Na+], O. The product is C[Si](C)(C)CCOC(=O)NC(CO)CC1CC(F)(F)C1. As a reaction SMILES: [BH4-:41].[CH2:43]1[O:44][CH2:45][CH2:46][CH2:47]1.[CH3:1][Si:2]([CH2:3][CH2:4][O:5][C:6](=[O:7])[NH:8][CH:9]([C:10](=[O:11])[OH:12])[CH2:13][CH:14]1[CH2:15][C:16]([F:18])([F:19])[CH2:17]1)([CH3:20])[CH3:21].[CH3:22][N:23]1[CH2:24][CH2:25][O:26][CH2:27][CH2:28]1.[Cl:29][C:30]([O:31][CH2:32][CH:33]([CH3:34])[CH3:35])=[O:36].[Cl:37][C:38]([O-:39])=[O:40].[Na+:42].[OH2:48]>>[CH3:1][Si:2]([CH2:3][CH2:4][O:5][C:6](=[O:7])[NH:8][CH:9]([CH2:10][OH:11])[CH2:13][CH:14]1[CH2:15][C:16]([F:18])([F:19])[CH2:17]1)([CH3:20])[CH3:21].